Dataset: the Open Reaction Database (ORD), a public repository of structured organic reaction records. Task: describe an organic reaction: reactants, conditions, products, and yield Reactants: CN(C)c1nc(NCC2CCC(CNC(=O)OC(C)(C)C)CC2)nc2ccccc12, CCOC(C)=O, ClCCl, Cl, O=S(=O)(Cl)c1ccccc1OC(F)(F)F, c1ccncc1. Yields the product CN(C)c1nc(NCC2CCC(CNS(=O)(=O)c3ccccc3OC(F)(F)F)CC2)nc2ccccc12. As a reaction SMILES: [C:1]([O:2][C:3](=[O:4])[NH:7][CH2:8][CH:9]1[CH2:10][CH2:11][CH:12]([CH2:15][NH:16][c:17]2[n:18][c:19]3[cH:20][cH:21][cH:22][cH:23][c:24]3[c:25]([N:27]([CH3:28])[CH3:29])[n:26]2)[CH2:13][CH2:14]1)([CH3:5])([CH3:6])[CH3:30].[CH3:53][CH2:54][O:55][C:56]([CH3:57])=[O:58].[Cl:59][CH2:60][Cl:61].[ClH:31].[F:38][C:39]([O:40][c:41]1[c:42]([S:47](=[O:48])(=[O:49])[Cl:50])[cH:43][cH:44][cH:45][cH:46]1)([F:51])[F:52].[cH:32]1[cH:33][cH:34][n:35][cH:36][cH:37]1>>[NH:7]([CH2:8][CH:9]1[CH2:10][CH2:11][CH:12]([CH2:15][NH:16][c:17]2[n:18][c:19]3[cH:20][cH:21][cH:22][cH:23][c:24]3[c:25]([N:27]([CH3:28])[CH3:29])[n:26]2)[CH2:13][CH2:14]1)[S:47]([c:42]1[c:41]([O:40][C:39]([F:38])([F:51])[F:52])[cH:46][cH:45][cH:44][cH:43]1)(=[O:48])=[O:49]. Starting materials: C1(CC1)C=1C=CC(=NC1OCC1CC1)C(=O)O (5-cyclopropyl-6-cyclopropylmethoxy-pyridine-2-carboxylic acid), Cl.FC1(C[C@H](NC1)C(=O)N)F ((2S)-4,4-difluoro-2-pyrrolidinecarboxamide hydrochloride). The product is C1(CC1)C=1C=CC(=NC1OCC1CC1)C(=O)N1[C@@H](CC(C1)(F)F)C(=O)N ((S)-1-(5-Cyclopropyl-6-cyclopropylmethoxy-pyridine-2-carbonyl)-4,4-difluoro-pyrrolidine-2-carboxylic acid amide). Reaction SMILES: [CH:1]1([C:4]2[CH:5]=[CH:6][C:7]([C:15]([OH:17])=O)=[N:8][C:9]=2[O:10][CH2:11][CH:12]2[CH2:14][CH2:13]2)[CH2:3][CH2:2]1.Cl.[F:19][C:20]1([F:28])[CH2:24][NH:23][C@H:22]([C:25]([NH2:27])=[O:26])[CH2:21]1>>[CH:1]1([C:4]2[CH:5]=[CH:6][C:7]([C:15]([N:23]3[CH2:24][C:20]([F:28])([F:19])[CH2:21][C@H:22]3[C:25]([NH2:27])=[O:26])=[O:17])=[N:8][C:9]=2[O:10][CH2:11][CH:12]2[CH2:13][CH2:14]2)[CH2:2][CH2:3]1 |f:1.2|. Procedure details: The title compound was synthesized in analogy to Example 47 b, using 5-cyclopropyl-6-cyclopropylmethoxy-pyridine-2-carboxylic acid (Example 3 c, 50 mg, 214 μmol) and (2S)-4,4-difluoro-2-pyrrolidinecarboxamide hydrochloride (CAN 426844-51-1; 44 mg, 236 μmol) as starting materials and isolated (63 mg, 80%) as off-white solid; LC-MS (UV peak area, ESI) 100%, 366.1629 [MH+]. Starting materials: CCOC(C)=O, [Cl-], [Cl-], NCCO, [Zn+2], O=C1OCCC1(c1ccccc1)c1ccccc1. Product: O=C1N(CCO)CCC1(c1ccccc1)c1ccccc1. As a reaction SMILES: [CH3:23][CH2:24][O:25][C:26](=[O:27])[CH3:28].[Cl-:29].[Cl-:31].[NH2:19][CH2:20][CH2:21][OH:22].[Zn+2:30].[c:1]1([C:7]2([c:13]3[cH:14][cH:15][cH:16][cH:17][cH:18]3)[C:8](=[O:12])[O:9][CH2:10][CH2:11]2)[cH:2][cH:3][cH:4][cH:5][cH:6]1>>[c:1]1([C:7]2([c:13]3[cH:14][cH:15][cH:16][cH:17][cH:18]3)[C:8](=[O:9])[N:19]([CH2:20][CH2:21][OH:22])[CH2:10][CH2:11]2)[cH:2][cH:3][cH:4][cH:5][cH:6]1. Starting materials: C(C)OC1=CC2=C(C(=N[C@@H]3CCN(C[C@H]23)C)C2=CC=C(C(=O)O)C=C2)C=C1OC (4-((4aR,10bS)-9-ethoxy-8-methoxy-2-methyl-1,2,3,4,4a,10b-hexahydro-benzo[c][1,6]naphthyridin-6-yl)benzoic acid), C(C)(C)N[C@H](COCC1=CC=C(C=C1)OC)C (N-isopropyl-N—[(S)-2-(4-methoxy-benzyloxy)-1-methyl-ethyl]-amine). Yields the product C(C)OC1=CC2=C(C(=N[C@@H]3CCN(C[C@H]23)C)C2=CC=C(C(=O)N([C@H](COCC3=CC=C(C=C3)OC)C)C(C)C)C=C2)C=C1OC (4-((4aR,10bS)-9-Ethoxy-8-methoxy-2-methyl-1,2,3,4,4a,10b-hexahydro-benzo [c][1,6]naphthyridin-6-yl)-N-isopropyl-N—[(S)-2-(4-methoxy-benzyloxy)-1-methyl -ethyl]-benzamide). RXN SMILES: [CH2:1]([O:3][C:4]1[C:27]([O:28][CH3:29])=[CH:26][C:7]2[C:8]([C:17]3[CH:25]=[CH:24][C:20]([C:21]([OH:23])=O)=[CH:19][CH:18]=3)=[N:9][C@H:10]3[C@@H:15]([C:6]=2[CH:5]=1)[CH2:14][N:13]([CH3:16])[CH2:12][CH2:11]3)[CH3:2].[CH:30]([NH:33][C@@H:34]([CH3:46])[CH2:35][O:36][CH2:37][C:38]1[CH:43]=[CH:42][C:41]([O:44][CH3:45])=[CH:40][CH:39]=1)([CH3:32])[CH3:31]>>[CH2:1]([O:3][C:4]1[C:27]([O:28][CH3:29])=[CH:26][C:7]2[C:8]([C:17]3[CH:18]=[CH:19][C:20]([C:21]([N:33]([CH:30]([CH3:32])[CH3:31])[C@@H:34]([CH3:46])[CH2:35][O:36][CH2:37][C:38]4[CH:39]=[CH:40][C:41]([O:44][CH3:45])=[CH:42][CH:43]=4)=[O:23])=[CH:24][CH:25]=3)=[N:9][C@H:10]3[C@@H:15]([C:6]=2[CH:5]=1)[CH2:14][N:13]([CH3:16])[CH2:12][CH2:11]3)[CH3:2]. Procedure: Prepared from 4-((4aR,10bS)-9-ethoxy-8-methoxy-2-methyl-1,2,3,4,4a,10b-hexahydro-benzo[c][1,6]naphthyridin-6-yl)benzoic acid and N-isopropyl-N—[(S)-2-(4-methoxy-benzyloxy)-1-methyl-ethyl]-amine as described for example 1. Reactants: O=C1N(C(C2=CC=CC=C12)=O)CC=1C=C(C=NC1)C=1N(C2=CC=CC=C2C1C#N)C (2-[5-(1,3-dioxo-1,3-dihydro-isoindol-2-ylmethyl)-pyridin-3-yl]-1-methyl-1H-indole-3-carbonitrile), O.NN (hydrazine hydrate), ClCCl (dichloromethane). The solvent is C(C)O (ethanol). Run at time 8 hour. Yields the product NCC=1C=C(C=NC1)C=1N(C2=CC=CC=C2C1C#N)C (2-(5-aminomethyl-pyridin-3-yl)-1-methyl-1H-indole-3-carbonitrile). Reaction SMILES: O=C1C2C(=CC=CC=2)C(=O)[N:3]1[CH2:12][C:13]1[CH:14]=[C:15]([C:19]2[N:20]([CH3:30])[C:21]3[C:26]([C:27]=2[C:28]#[N:29])=[CH:25][CH:24]=[CH:23][CH:22]=3)[CH:16]=[N:17][CH:18]=1.O.NN.ClCCl>C(O)C>[NH2:3][CH2:12][C:13]1[CH:14]=[C:15]([C:19]2[N:20]([CH3:30])[C:21]3[C:26]([C:27]=2[C:28]#[N:29])=[CH:25][CH:24]=[CH:23][CH:22]=3)[CH:16]=[N:17][CH:18]=1 |f:1.2|. Procedure details: To a solution of 2-[5-(1,3-dioxo-1,3-dihydro-isoindol-2-ylmethyl)-pyridin-3-yl]-1-methyl-1H-indole-3-carbonitrile (200 mg, 0.51 mmol) in ethanol (15 mL) is added hydrazine hydrate (327 mg, 10.2 mmol). The mixture is stirred at room temperature overnight. The reaction mixture is poured into dichloromethane (100 mL) and extracted with 1M HCl in water. The combined aqueous phase is basified with 5M NaOH in water and extracted with dichloromethane. The combined organic phase is dried over Na2SO4 and... Starting materials: [N+](=O)([O-])C1=CC=C(C=C1)CS(=O)(=O)NCCC1=CC=CC=C1 (4-Nitro-N-(2-phenylethyl)benzenemethanesulphonamide). The solvent is C(C)O (ethanol), C(C)O (ethanol). Product: NC1=CC=C(C=C1)CS(=O)(=O)NCCC1=CC=CC=C1 (4-Amino-N-(2-phenylethyl)benzenemethanesulphonamide). Isolated yield 94.6%. Reaction SMILES: [N+:1]([C:4]1[CH:9]=[CH:8][C:7]([CH2:10][S:11]([NH:14][CH2:15][CH2:16][C:17]2[CH:22]=[CH:21][CH:20]=[CH:19][CH:18]=2)(=[O:13])=[O:12])=[CH:6][CH:5]=1)([O-])=O>C(O)C>[NH2:1][C:4]1[CH:9]=[CH:8][C:7]([CH2:10][S:11]([NH:14][CH2:15][CH2:16][C:17]2[CH:18]=[CH:19][CH:20]=[CH:21][CH:22]=2)(=[O:13])=[O:12])=[CH:6][CH:5]=1. Reported procedure: By a procedure similar to that described in example 9(b) the product of stage (a) (7.0 g) was hydrogenated in ethanol to give the title compound as a white solid (6.0 g), m.p. 123°-125° (from ethanol).